This data is from the Open Reaction Database (ORD), a public repository of structured organic reaction records. The task is: describe an organic reaction: reactants, conditions, products, and yield Reactants: C1COCCN1, CCOC(C)=O, Cn1nc(-c2ccc3c(c2)c2cc(-c4ccc(Cl)cc4Cl)c(=O)n(C)c2n3C)cc1CCl, Cl, [K+], [K+], O=C([O-])[O-], CN(C)C=O, O. The product is Cn1nc(-c2ccc3c(c2)c2cc(-c4ccc(Cl)cc4Cl)c(=O)n(C)c2n3C)cc1CN1CCOCC1, Cl. RXN SMILES: [CH2:39]1[CH2:40][O:41][CH2:42][CH2:43][NH:44]1.[CH3:51][CH2:52][O:53][C:54]([CH3:55])=[O:56].[Cl:1][CH2:2][c:3]1[cH:4][c:5](-[c:9]2[cH:10][c:11]3[c:12]4[c:13]([n:14]([CH3:18])[c:15]3[cH:16][cH:17]2)[n:19]([CH3:32])[c:20](=[O:31])[c:21](-[c:23]2[c:24]([Cl:30])[cH:25][c:26]([Cl:29])[cH:27][cH:28]2)[cH:22]4)[n:6][n:7]1[CH3:8].[ClH:45].[K+:33].[K+:34].[O-:35][C:36]([O-:37])=[O:38].[O:46]=[CH:47][N:48]([CH3:49])[CH3:50].[OH2:57]>>[CH2:2]([c:3]1[cH:4][c:5](-[c:9]2[cH:10][c:11]3[c:12]4[c:13]([n:14]([CH3:18])[c:15]3[cH:16][cH:17]2)[n:19]([CH3:32])[c:20](=[O:31])[c:21](-[c:23]2[c:24]([Cl:30])[cH:25][c:26]([Cl:29])[cH:27][cH:28]2)[cH:22]4)[n:6][n:7]1[CH3:8])[N:44]1[CH2:39][CH2:40][O:41][CH2:42][CH2:43]1.[ClH:1]. Reactants: N=1C(CC(N=C2C1C=CC=C2)=O)=O (1,5-benzodiazepine-2,4-dione), C([O-])([O-])=O.[Cs+].[Cs+] (cesium carbonate), IC(C)C (2-iodopropane), O (water). Solvent: CS(=O)C (DMSO), C(C)(=O)OCC (ethyl acetate). Reaction conditions: temperature 80 celsius, time 18 hour. Yields the product CC(C)N1C(CC(NC2=C1C=CC=C2)=O)=O (1-(2-propyl)-1,5-benzodiazepine-2,4-dione). Yield: 8.3%. RXN SMILES: [N:1]1[C:2](=[O:13])[CH2:3][C:4](=[O:12])[N:5]=[C:6]2[CH:11]=[CH:10][CH:9]=[CH:8][C:7]=12.C(=O)([O-])[O-].[Cs+].[Cs+].I[CH:21]([CH3:23])[CH3:22].O>CS(C)=O.C(OCC)(=O)C>[CH3:22][CH:21]([N:1]1[C:7]2[CH:8]=[CH:9][CH:10]=[CH:11][C:6]=2[NH:5][C:4](=[O:12])[CH2:3][C:2]1=[O:13])[CH3:23] |f:1.2.3|. Procedure: A solution of 1,5-benzodiazepine-2,4-dione (5.5 g, 0.031 mole) in DMSO (70 mL) was treated with cesium carbonate (10.17 g, 0.031 mole) and 2-iodopropane (5.27 g, 0.03 1 mole). The reaction was heated to 80° C. for two hours and then stirred at room temperature for 18 hours. The mixture was diluted with ethyl acetate (400 mL) and poured into water (500 mL). The organic layer was separated and the aqueous layer was extracted again with ethyl acetate (400 mL). The organic layers were combined, drie... The reactants are O=C(C=1C=NC=CC1)N(C(C)C)C(C)C. Reagents/catalysts: O1B(OC(C)(C)C1(C)C)B2OC(C)(C)C(O2)(C)C, O=C1C=CC=2C=CC=C(C3=CN=C(C=C3)C=4N=CC=CC4)C2N1, C[OH2+].C[OH2+].C1CC=CCCC=C1.C1CC=CCCC=C1.[Ir].[Ir], [K].OC(C)(C)C. Solvent: O1CCCC1. Run at temperature 80 celsius, time 12 hour. Yields the product O=C(C=1C=NC=C(C1)B2OC(C)(C)C(O2)(C)C)N(C(C)C)C(C)C. The yield is 77.0%. Procedure: In an argon filled glove box, a 5.0 mL wheaton microreactor was charged with [Ir(cod)(OMe)]2 (1.98 mg, 1.5 mol%), L1 ligand (2.1 mg, 3.5 mol%), B2pin2 (50.8 mg, 1.0 equiv.), KOtBu (1.0 mg, 4.5 mol%) and dry THF (1.0 mL). The reaction mixture was stirred for 2 minutes at room temperature. To this mixture, N,N-diisopropylnicotinamide (41.3 mg, 0.2 mmol) was added. The microreactor was capped with a teflon pressure cap and placed into pre-heated aluminum block at 80 oC. The reaction mixture was sti... Reactants: C(C=C)OC1(CCN(CC1)C1=C(C(=NC=2N1N=C(C2)CN2N=NC(=C2)C2=C(C=CC=C2)COCC=C)C)[C@@H](C(=O)OCC)OC(C)(C)C)C ((S)-ethyl 2-(7-(4-(allyloxy)-4-methylpiperidin-1-yl)-2-((4-(2-((allyloxy)methyl)phenyl)-1H-1,2,3-triazol-1-yl)methyl)-5-methylpyrazolo[1,5-a]pyrimidin-6-yl)-2-(tert-butoxy)acetate). The reagents and catalysts are CC1=CC(=C(C(=C1)C)N2CCN(C2=[Ru](=CC3=C(C=CC=C3)OC(C)C)(Cl)Cl)C4=C(C=C(C=C4C)C)C)C (Hoveyda-Grubbs catalyst 2nd generation). Solvent: ClCCCl (1,2-dichloroethane). Product: C(C)(C)(C)O[C@H](C(=O)OCC)C1=C2N3CCC(OCC=CCOCC=4C=CC=CC4C=4N=NN(CC5=NN2C(N=C1C)=C5)C4)(CC3)C (Ethyl (2S)-2-(tert-butoxy)-2-[4,28-dimethyl-22,27-dioxa-1,5,7,8,11,12,13-heptaazahexacyclo[26.2.2.16,9.111,14.02,7.015,20]tetratriaconta-2,4,6(34),8,12,14(33),15(20),16,18,24-decaen-3-yl]acetate). Isolated yield 16.9%. As a reaction SMILES: [CH2:1]([O:4][C:5]1([CH3:49])[CH2:10][CH2:9][N:8]([C:11]2[N:16]3[N:17]=[C:18]([CH2:20][N:21]4[CH:25]=[C:24]([C:26]5[CH:31]=[CH:30][CH:29]=[CH:28][C:27]=5[CH2:32][O:33][CH2:34][CH:35]=C)[N:23]=[N:22]4)[CH:19]=[C:15]3[N:14]=[C:13]([CH3:37])[C:12]=2[C@H:38]([O:44][C:45]([CH3:48])([CH3:47])[CH3:46])[C:39]([O:41][CH2:42][CH3:43])=[O:40])[CH2:7][CH2:6]1)[CH:2]=C>ClCCCl.CC1C=C(C)C(N2C(=[Ru](Cl)(Cl)=CC3C=CC=CC=3OC(C)C)N(C3C(C)=CC(C)=CC=3C)CC2)=C(C)C=1>[C:45]([O:44][C@@H:38]([C:12]1[C:13]([CH3:37])=[N:14][C:15]2=[CH:19][C:18]3=[N:17][N:16]2[C:11]=1[N:8]1[CH2:9][CH2:10][C:5]([CH3:49])([O:4][CH2:1][CH:2]=[CH:35][CH2:34][O:33][CH2:32][C:27]2[CH:28]=[CH:29][CH:30]=[CH:31][C:26]=2[C:24]2[N:23]=[N:22][N:21]([CH:25]=2)[CH2:20]3)[CH2:6][CH2:7]1)[C:39]([O:41][CH2:42][CH3:43])=[O:40])([CH3:46])([CH3:47])[CH3:48]. Procedure: To a stirred solution of (S)-ethyl 2-(7-(4-(allyloxy)-4-methylpiperidin-1-yl)-2-((4-(2-((allyloxy)methyl)phenyl)-1H-1,2,3-triazol-1-yl)methyl)-5-methylpyrazolo[1,5-a]pyrimidin-6-yl)-2-(tert-butoxy)acetate (0.055 g, 0.082 mmol) in 1,2-dichloroethane (20 mL) was added at once Hoveyda-Grubbs catalyst 2nd generation (2.56 mg, 4.09 μmol) at 70° C. and refluxed for 5 h. Then, cooled, concentrated and purified by prep-HPLC to afford a mixture of products and one major isomer. Trans-isomer (0.0089 g, 0.... The reactants are C(=O)([O-])[O-].[K+].[K+] (K2CO3), C(C1=CC=CC=C1)ON1C(=NC=2C=NC=3C=CC=CC3C21)CCCl (1-(benzyloxy)-2-(2-chloroethyl)-1H-imidazo[4,5-c]quinoline), solution, B(Br)(Br)Br (BBr3). Run in ClCCl (dichloromethane), ClCCl (dichloromethane). Conditions: time 2 hour. Yields the product C1=C2C3=C(C=NC2=CC=C1)N=C1N3OCC1 (8,9-dihydroisoxazolo[2′,3′:1,2]imidazo[4,5-c]quinoline). Isolated yield 12.3%. RXN SMILES: C([O:8][N:9]1[C:21]2[C:20]3[CH:19]=[CH:18][CH:17]=[CH:16][C:15]=3[N:14]=[CH:13][C:12]=2[N:11]=[C:10]1[CH2:22][CH2:23]Cl)C1C=CC=CC=1.B(Br)(Br)Br.C([O-])([O-])=O.[K+].[K+]>ClCCl>[CH:19]1[CH:18]=[CH:17][CH:16]=[C:15]2[C:20]=1[C:21]1[N:9]3[O:8][CH2:23][CH2:22][C:10]3=[N:11][C:12]=1[CH:13]=[N:14]2 |f:2.3.4|. Reported procedure: A stirred solution of 1-(benzyloxy)-2-(2-chloroethyl)-1H-imidazo[4,5-c]quinoline (0.6058 g, 1.793 mmol) in 10 mL of dichloromethane was treated with a 1 M solution of BBr3 in dichloromethane (5.4 mL, 5.379 mmol). After 2 hours, 10 mL of saturated, aqueous K2CO3 solution were added and the reaction mixture stirred under ambient conditions for 3 hrs. The organic portion was separated and washed successively with H2O and brine, dried over Na2SO4, and concentrated under reduced pressure. Chromatogra...